Dataset: the Open Reaction Database (ORD), a public repository of structured organic reaction records. Task: describe an organic reaction: reactants, conditions, products, and yield Starting materials: ClCC(=O)NC1=C(C=CC=C1C)CC (2-chloro-2'-ethyl-6'-methylacetanilide), CC1=NCCN1 (lysidine). Run in [N+](=O)([O-])C (nitromethane). The product is C(C)C1=C(C(=CC=C1)C)NC(=O)CN1C(=NCC1)C (1-[(2-Ethyl-6-methylphenyl)carbamoylmethyl]-2-methyl-2-imidazoline). As a reaction SMILES: Cl[CH2:2][C:3]([NH:5][C:6]1[C:11]([CH3:12])=[CH:10][CH:9]=[CH:8][C:7]=1[CH2:13][CH3:14])=[O:4].[CH3:15][C:16]1[NH:20][CH2:19][CH2:18][N:17]=1>[N+](C)([O-])=O>[CH2:13]([C:7]1[CH:8]=[CH:9][CH:10]=[C:11]([CH3:12])[C:6]=1[NH:5][C:3]([CH2:2][N:20]1[CH2:19][CH2:18][N:17]=[C:16]1[CH3:15])=[O:4])[CH3:14]. Procedure: In a manner similar to Ex. IA react 21.17 gm. (0.1 M) of 2-chloro-2'-ethyl-6'-methylacetanilide and 42.1 gm. (0.5 M) of lysidine in 250 ml. of nitromethane, to obtain the title compound: